Dataset: the Open Reaction Database (ORD), a public repository of structured organic reaction records. Task: describe an organic reaction: reactants, conditions, products, and yield The reactants are [BH4-], CO, CC(C)OCCCN, NC(=O)c1cnc(Oc2ccc(C=O)cc2F)cn1, [Na+]. Yields the product CC(C)OCCCNCc1ccc(Oc2cnc(C(N)=O)cn2)c(F)c1. Reaction SMILES: [BH4-:28].[CH3:30][OH:31].[CH:20]([CH3:21])([CH3:22])[O:23][CH2:24][CH2:25][CH2:26][NH2:27].[F:1][c:2]1[c:3]([O:4][c:5]2[n:6][cH:7][c:8]([C:11](=[O:12])[NH2:13])[n:9][cH:10]2)[cH:14][cH:15][c:16]([CH:18]=[O:19])[cH:17]1.[Na+:29]>>[F:1][c:2]1[c:3]([O:4][c:5]2[n:6][cH:7][c:8]([C:11](=[O:12])[NH2:13])[n:9][cH:10]2)[cH:14][cH:15][c:16]([CH2:18][NH:27][CH2:26][CH2:25][CH2:24][O:23][CH:20]([CH3:21])[CH3:22])[cH:17]1. Starting materials: N(=[N+]=[N-])C[C@H](C1=CC=CC=C1)NC1=NC=NC2=C(C=CC=C12)C(=O)N (4-((S)-2-Azido-1-phenyl-ethylamino)-quinazoline-8-carboxylic acid amide), C(Cl)(Cl)Cl (chloroform). Reagents/catalysts: [Pd] (palladium on carbon). The solvent is C(C)O (ethanol). Yields the product NC[C@H](C1=CC=CC=C1)NC1=NC=NC2=C(C=CC=C12)C(=O)N (4-((S)-2-Amino-1-phenyl-ethylamino)-quinazoline-8-carboxylic acid amide). RXN SMILES: [N:1]([CH2:4][C@@H:5]([NH:12][C:13]1[C:22]2[C:17](=[C:18]([C:23]([NH2:25])=[O:24])[CH:19]=[CH:20][CH:21]=2)[N:16]=[CH:15][N:14]=1)[C:6]1[CH:11]=[CH:10][CH:9]=[CH:8][CH:7]=1)=[N+]=[N-].C(Cl)(Cl)Cl>[Pd].C(O)C>[NH2:1][CH2:4][C@@H:5]([NH:12][C:13]1[C:22]2[C:17](=[C:18]([C:23]([NH2:25])=[O:24])[CH:19]=[CH:20][CH:21]=2)[N:16]=[CH:15][N:14]=1)[C:6]1[CH:7]=[CH:8][CH:9]=[CH:10][CH:11]=1. Procedure details: 4-((S)-2-Azido-1-phenyl-ethylamino)-quinazoline-8-carboxylic acid amide ((0.28 g, 0.84 mmol) and palladium on carbon (5%, wet type, 56 mg) were combined in ethanol (5 mL) and chloroform (1 mL) and stirred under an atmosphere of hydrogen for 48 hours. The solution was filtered, rinsed with methanol and the solvent removed under reduced pressure. The sample was redissolved in THF/methanol and hydrogen chloride (4M solution in dioxane, 1 mL) was added. The solid formed was collected by filtration a... The reactants are CC(C)Cn1c(=O)n(C)c(=O)c2c(SCCCOS(C)(=O)=O)n(Cc3cccc4ccccc34)cc21, CN(C)C=O, N#C[Na]. Product: CC(C)Cn1c(=O)n(C)c(=O)c2c(SCCCC#N)n(Cc3cccc4ccccc34)cc21. As a reaction SMILES: [CH3:1][S:2]([O:3][CH2:6][CH2:7][CH2:8][S:9][c:10]1[n:11]([CH2:26][c:27]2[cH:28][cH:29][cH:30][c:31]3[cH:32][cH:33][cH:34][cH:35][c:36]23)[cH:12][c:13]2[n:14]([CH2:22][CH:23]([CH3:24])[CH3:25])[c:15](=[O:21])[n:16]([CH3:20])[c:17](=[O:19])[c:18]12)(=[O:4])=[O:5].[CH3:40][N:41]([CH3:42])[CH:43]=[O:44].[Na:37][C:38]#[N:39]>>[CH2:6]([CH2:7][CH2:8][S:9][c:10]1[n:11]([CH2:26][c:27]2[cH:28][cH:29][cH:30][c:31]3[cH:32][cH:33][cH:34][cH:35][c:36]23)[cH:12][c:13]2[n:14]([CH2:22][CH:23]([CH3:24])[CH3:25])[c:15](=[O:21])[n:16]([CH3:20])[c:17](=[O:19])[c:18]12)[C:38]#[N:39].